This data is from the Open Reaction Database (ORD), a public repository of structured organic reaction records. The task is: describe an organic reaction: reactants, conditions, products, and yield Reactants: CN1CCN(CC1)C1=NC=C(C=N1)[N+](=O)[O-] (2-(4-methyl-piperazin-1-yl)-5-nitro-pyrimidine), C(C)(=O)O (acetic acid). Reagents/catalysts: [Fe] (iron). The solvent is CO (methanol). The product is CN1CCN(CC1)C1=NC=C(C=N1)N (2-(4-Methyl-piperazin-1-yl)-pyrimidin-5-ylamine). Yield: 78.1%. Reaction SMILES: [CH3:1][N:2]1[CH2:7][CH2:6][N:5]([C:8]2[N:13]=[CH:12][C:11]([N+:14]([O-])=O)=[CH:10][N:9]=2)[CH2:4][CH2:3]1.C(O)(=O)C>CO.[Fe]>[CH3:1][N:2]1[CH2:3][CH2:4][N:5]([C:8]2[N:9]=[CH:10][C:11]([NH2:14])=[CH:12][N:13]=2)[CH2:6][CH2:7]1. Reported procedure: A mixture of 2-(4-methyl-piperazin-1-yl)-5-nitro-pyrimidine (446 mg, 2 mmol), iron powder (432 mg, 7.6 mmol), acetic acid (0.884 mL, 14 mmol) in methanol (8 mL) is heated at 65 C for 2 h. It is worked up as before to yield 302 mg (78%) of the title compound. MS (ESI) m/z 194 (M+H)+1.